Dataset: the Open Reaction Database (ORD), a public repository of structured organic reaction records. Task: describe an organic reaction: reactants, conditions, products, and yield Yields the product ClC1=CC(=C(C=C1)NS(=O)(=O)C1=CC=C(C=C1)C(C)(C=1OC=CN1)C)C(=O)C1=NC=CC=C1 (N-[4-Chloro-2-(pyridine-2-carbonyl)-phenyl]-4-(1-methyl-1-oxazol-2-yl-ethyl)-benzenesulfonamide). Procedure: The title compound was prepared from (2-amino-5-chloro-phenyl)-pyridin-2-yl-methanone and 4-(1-methyl-1-oxazol-2-yl-ethyl)-benzenesulfonyl chloride following the general procedure described for the preparation of N-aryl-benzenesulfonamides. MS: m/z 482 (M++1). Reaction SMILES: [NH2:1][C:2]1[CH:7]=[CH:6][C:5]([Cl:8])=[CH:4][C:3]=1[C:9]([C:11]1[CH:16]=[CH:15][CH:14]=[CH:13][N:12]=1)=[O:10].[CH3:17][C:18]([C:25]1[CH:30]=[CH:29][C:28]([S:31](Cl)(=[O:33])=[O:32])=[CH:27][CH:26]=1)([C:20]1[O:21][CH:22]=[CH:23][N:24]=1)[CH3:19]>>[Cl:8][C:5]1[CH:6]=[CH:7][C:2]([NH:1][S:31]([C:28]2[CH:27]=[CH:26][C:25]([C:18]([CH3:19])([C:20]3[O:21][CH:22]=[CH:23][N:24]=3)[CH3:17])=[CH:30][CH:29]=2)(=[O:32])=[O:33])=[C:3]([C:9]([C:11]2[CH:16]=[CH:15][CH:14]=[CH:13][N:12]=2)=[O:10])[CH:4]=1. Starting materials: NC1=C(C=C(C=C1)Cl)C(=O)C1=NC=CC=C1 ((2-amino-5-chloro-phenyl)-pyridin-2-yl-methanone), CC(C)(C=1OC=CN1)C1=CC=C(C=C1)S(=O)(=O)Cl (4-(1-methyl-1-oxazol-2-yl-ethyl)-benzenesulfonyl chloride), N-aryl-benzenesulfonamides. Starting materials: NC=1C=CC=C2CN(C(C12)=O)C (7-Amino-N-methyl-2,3-dihydroisoindole-1-one), [H-].[Na+] (NaH), ClC1=NC=C(C(=N1)Cl)Cl (2,4,5-trichloropyrimidine), [NH4+].[Cl-] (NH4Cl). Solvent: CN(C)C=O (DMF), CN(C)C=O (DMF). Conditions: time 1.5 hour. Yields the product NC1(NC(=NC=C1Cl)Cl)NC=1C=CC=C2CN(C(C12)=O)C (7-(4-Amino-2,5-dichloropyrimidin-4-yl)amino-N-methyl-2,3-dihydroisoindole-1-one). Reaction SMILES: [NH2:1][C:2]1[CH:3]=[CH:4][CH:5]=[C:6]2[C:10]=1[C:9](=[O:11])[N:8]([CH3:12])[CH2:7]2.[H-].[Na+].[Cl:15][C:16]1[N:21]=[C:20](Cl)[C:19]([Cl:23])=[CH:18][N:17]=1.[NH4+:24].[Cl-]>CN(C=O)C>[NH2:24][C:20]1([NH:1][C:2]2[CH:3]=[CH:4][CH:5]=[C:6]3[C:10]=2[C:9](=[O:11])[N:8]([CH3:12])[CH2:7]3)[C:19]([Cl:23])=[CH:18][N:17]=[C:16]([Cl:15])[NH:21]1 |f:1.2,4.5|. Procedure: At 0° C., a solution of 7-Amino-N-methyl-2,3-dihydroisoindole-1-one (232.6 mg, 1.43 mmol) in DMF (2.0 mL) is treated with 60% NaH (89.8 mg), stirred at the same temperature for 1.5 h, treated with a solution of 2,4,5-trichloropyrimidine (0.557 g) in DMF (3.5 mL), stirred for 1 h, and warmed to room temperature. After furthermore stirring for 13 h, the mixture is treated with sat. aqueous NH4Cl (6 mL), and the resulting brown precipitates are collected by a filtration, followed by washing with H2...